From a dataset of the Open Reaction Database (ORD), a public repository of structured organic reaction records. describe an organic reaction: reactants, conditions, products, and yield Starting materials: CC(C)(C)OC(=O)c1ccc(NCCc2cc(Br)ccc2OCc2ccccc2)nc1, CCOCC, [H-], CCI, [Na+], CN(C)C=O. Product: CCN(CCc1cc(Br)ccc1OCc1ccccc1)c1ccc(C(=O)OC(C)(C)C)cn1. As a reaction SMILES: [CH2:1]([c:2]1[cH:3][cH:4][cH:5][cH:6][cH:7]1)[O:8][c:9]1[c:10]([CH2:11][CH2:12][NH:13][c:14]2[n:15][cH:16][c:17]([C:20](=[O:21])[O:22][C:23]([CH3:24])([CH3:25])[CH3:26])[cH:18][cH:19]2)[cH:27][c:28]([Br:31])[cH:29][cH:30]1.[CH3:42][CH2:43][O:44][CH2:45][CH3:46].[H-:32].[I:34][CH2:35][CH3:36].[Na+:33].[O:37]=[CH:38][N:39]([CH3:40])[CH3:41]>>[CH2:1]([c:2]1[cH:3][cH:4][cH:5][cH:6][cH:7]1)[O:8][c:9]1[c:10]([CH2:11][CH2:12][N:13]([c:14]2[n:15][cH:16][c:17]([C:20](=[O:21])[O:22][C:23]([CH3:24])([CH3:25])[CH3:26])[cH:18][cH:19]2)[CH2:35][CH3:36])[cH:27][c:28]([Br:31])[cH:29][cH:30]1. Reactants: ester, ClC=1C=C(CN2C(=C(C3=CC=CC=C23)CC2=CC=CC=C2)C(=S)OCC)C=CC1Cl (ethyl N-(3,4-dichlorobenzyl)-3-benzylthioindole-2-carboxylate), OOS(=O)[O-].[K+] (Oxone), [OH-].[Na+] (sodium hydroxide). The solvent is C1CCOC1 (THF), ClCCl (dichloromethane), ClCCl (dichloromethane), CO (methanol). Run at time 5 hour. Product: ClC=1C=C(CN2C(=C(C3=CC=CC=C23)S(=O)CC2=CC=CC=C2)C(=O)O)C=CC1Cl (N-(3,4-Dichlorobenzyl)-3-benzylsulphinylindole-2-carboxylic acid). Isolated yield 7.0%. RXN SMILES: [Cl:1][C:2]1[CH:3]=[C:4]([CH:27]=[CH:28][C:29]=1[Cl:30])[CH2:5][N:6]1[C:14]2[C:9](=[CH:10][CH:11]=[CH:12][CH:13]=2)[C:8](CC2C=CC=CC=2)=[C:7]1[C:22]([O:24]CC)=S.OO[S:33]([O-:35])=O.[K+].[OH-:37].[Na+]>ClCCl.C1COCC1.CO>[Cl:1][C:2]1[CH:3]=[C:4]([CH:27]=[CH:28][C:29]=1[Cl:30])[CH2:5][N:6]1[C:14]2[C:9](=[CH:10][CH:11]=[CH:12][CH:13]=2)[C:8]([S:33]([CH2:5][C:4]2[CH:27]=[CH:28][CH:29]=[CH:2][CH:3]=2)=[O:35])=[C:7]1[C:22]([OH:24])=[O:37] |f:1.2,3.4|. Procedure: A solution of ethyl N-(3,4-dichlorobenzyl)-3-benzylthioindole-2-carboxylate (0.50 g) in dichloromethane (2 ml) was added to a slurry of wet alumina (1 g) and Oxone® (0.615 g) in dichloromethane (10 ml). The mixture was then heated at reflux for two hours, and allowed to cool. The product was washed away from the alumina using methylene chloride (200 ml). The solution was then dried (MgSO4) and evaporated to afford the crude sulphoxide ester (103 mg). The crude ester was dissolved in THF (2 ml) a... Reactants: C[C@H]1OC(C2=CC=C(C=C2C1)[C@@H]1CN2[C@H](CO1)CN(CC2)C(=O)OC(C)(C)C)=O (tert-Butyl (3R,9aS)-3-[(3R)-3-methyl-1-oxo-3,4-dihydro-1H-isochromen-6-yl]hexahydropyrazino[2,1-c][1,4]oxazine-8(1H)-carboxylate), C[C@H]1OC(C2=CC=C(C=C2C1)[C@H]1CN2[C@H](CO1)CN(CC2)C(=O)OC(C)(C)C)=O (tert-Butyl (3S,9aS)-3-[(3R)-3-methyl-1-oxo-3,4-dihydro-1H-isochromen-6-yl]hexahydropyrazino[2,1-c][1,4]oxazine-8(1H)-carboxylate), BrC=1C=C2C[C@@H](OC(C2=CC1)=O)C ((3S)-6-Bromo-3-methyl-3,4-dihydro-1H-isochromen-1-one). Product: C[C@@H]1OC(C2=CC=C(C=C2C1)[C@@H]1CN2[C@H](CO1)CN(CC2)C(=O)OC(C)(C)C)=O (tert-Butyl (3R,9aS)-3-[(3S)-3-methyl-1-oxo-3,4-dihydro-1H-isochromen-6-yl]hexahydropyrazino[2,1-c][1,4]oxazine-8(1H)-carboxylate), C[C@@H]1OC(C2=CC=C(C=C2C1)[C@H]1CN2[C@H](CO1)CN(CC2)C(=O)OC(C)(C)C)=O (tert-Butyl (3S,9aS)-3-[(3S)-3-methyl-1-oxo-3,4-dihydro-1H-isochromen-6-yl]hexahydropyrazino[2,1-c][1,4]oxazine-8(1H)-carboxylate). Reaction SMILES: [CH3:1][C@@H:2]1[CH2:11][C:10]2[C:5](=[CH:6][CH:7]=[C:8]([C@H:12]3[O:17][CH2:16][C@@H:15]4[CH2:18][N:19]([C:22]([O:24][C:25]([CH3:28])([CH3:27])[CH3:26])=[O:23])[CH2:20][CH2:21][N:14]4[CH2:13]3)[CH:9]=2)[C:4](=[O:29])[O:3]1.[CH3:30][C@@H:31]1[CH2:40][C:39]2[C:34](=[CH:35][CH:36]=[C:37]([C@@H:41]3[O:46][CH2:45][C@@H:44]4[CH2:47][N:48]([C:51]([O:53][C:54]([CH3:57])([CH3:56])[CH3:55])=[O:52])[CH2:49][CH2:50][N:43]4[CH2:42]3)[CH:38]=2)[C:33](=[O:58])[O:32]1.BrC1C=C2C(=CC=1)C(=O)O[C@@H](C)C2>>[CH3:1][C@H:2]1[CH2:11][C:10]2[C:5](=[CH:6][CH:7]=[C:8]([C@H:12]3[O:17][CH2:16][C@@H:15]4[CH2:18][N:19]([C:22]([O:24][C:25]([CH3:28])([CH3:27])[CH3:26])=[O:23])[CH2:20][CH2:21][N:14]4[CH2:13]3)[CH:9]=2)[C:4](=[O:29])[O:3]1.[CH3:30][C@H:31]1[CH2:40][C:39]2[C:34](=[CH:35][CH:36]=[C:37]([C@@H:41]3[O:46][CH2:45][C@@H:44]4[CH2:47][N:48]([C:51]([O:53][C:54]([CH3:57])([CH3:56])[CH3:55])=[O:52])[CH2:49][CH2:50][N:43]4[CH2:42]3)[CH:38]=2)[C:33](=[O:58])[O:32]1. Reported procedure: 8C and 8D were prepared in a similar manner as Intermediates 8A and 8B except (3S)-6-Bromo-3-methyl-3,4-dihydro-1H-isochromen-1-one was used as the starting material. The cis/trans mixture was purified via chiral HPLC (30% 2:1 MeOH:MeCN/CO2) on an AD column. The faster eluting diastereomer was the trans isomer. 8C: 1H NMR (500 MHz; CDCl3): 8.07 (d, J=8.1 Hz, 1H), 7.35 (d, J=8.0 Hz, 1H), 7.28 (s, 1H), 4.72 (dd, J=1.8, 10.5 Hz, 1H), 4.68 (m, 1H), 4.1-3.8 (bs, 2H), 3.96 (dd, J=3.0, 11.3 Hz, 2H), 3.... Reactants: [BH3-]C#N, CO, CS(=O)(=O)O, Clc1ccc2c(c1)C(c1ccccc1Cl)=NCc1c[nH]cc1-2, [Na+], [Na+], [OH-], O. Yields the product Clc1ccc2c(c1)C(c1ccccc1Cl)NCc1c[nH]cc1-2. RXN SMILES: [C:1]([BH3-:2])#[N:3].[CH3:34][OH:35].[CH3:5][S:6](=[O:7])(=[O:8])[OH:9].[Cl:10][c:11]1[cH:12][c:13]2[c:14]([cH:30][cH:31]1)-[c:15]1[c:16]([cH:27][nH:28][cH:29]1)[CH2:17][N:18]=[C:19]2[c:20]1[c:21]([Cl:26])[cH:22][cH:23][cH:24][cH:25]1.[Na+:33].[Na+:4].[OH-:32].[OH2:36]>>[Cl:10][c:11]1[cH:12][c:13]2[c:14]([cH:30][cH:31]1)-[c:15]1[c:16]([cH:27][nH:28][cH:29]1)[CH2:17][NH:18][CH:19]2[c:20]1[c:21]([Cl:26])[cH:22][cH:23][cH:24][cH:25]1. Reactants: CCOC(=O)C(C)Br, CCO, Nc1ccc(Cl)c(Cl)c1, [Na+], O=C([O-])O. The product is CCOC(=O)C(C)Nc1ccc(Cl)c(Cl)c1. Reaction SMILES: [Br:10][CH:11]([C:12](=[O:13])[O:14][CH2:15][CH3:16])[CH3:17].[CH3:23][CH2:24][OH:25].[NH2:1][c:2]1[cH:3][cH:4][c:5]([Cl:6])[c:7]([Cl:8])[cH:9]1.[Na+:22].[O-:18][C:19]([OH:20])=[O:21]>>[NH:1]([c:2]1[cH:3][cH:4][c:5]([Cl:6])[c:7]([Cl:8])[cH:9]1)[CH:11]([C:12](=[O:13])[O:14][CH2:15][CH3:16])[CH3:17].